From a dataset of the Open Reaction Database (ORD), a public repository of structured organic reaction records. describe an organic reaction: reactants, conditions, products, and yield Reactants: Oc1ccc(I)nc1Br, CI, CN(C)C=O, O. Yields the product COc1ccc(I)nc1Br. As a reaction SMILES: [Br:3][c:4]1[n:5][c:6]([I:11])[cH:7][cH:8][c:9]1[OH:10].[CH3:1][I:2].[O:13]=[CH:14][N:15]([CH3:16])[CH3:17].[OH2:12]>>[CH3:1][O:10][c:9]1[c:4]([Br:3])[n:5][c:6]([I:11])[cH:7][cH:8]1. Reactants: ClC(C(=O)NC1=C2C=NNC2=C(C=C1)C)(Cl)Cl (2,2,2-Trichloro-N-(7-methyl-1H-indazol-4-yl)acetamide), C(C)(C)(C)C1=CC=C(CN)C=C1 (4-tert-butylbenzylamine), N12CCCCCC2=NCCC1 (1,8-diazabicyclo[5.4.0]undec-7-ene). Run in CC#N (CH3CN). The product is C(C)(C)(C)C1=CC=C(CNC(=O)NC2=C3C=NNC3=C(C=C2)C)C=C1 (N-(4-tert-butylbenzyl)-N′-(7-methyl-1H-indazol-4-yl)urea). RXN SMILES: ClC(Cl)(Cl)[C:3]([NH:5][C:6]1[CH:14]=[CH:13][C:12]([CH3:15])=[C:11]2[C:7]=1[CH:8]=[N:9][NH:10]2)=[O:4].[C:18]([C:22]1[CH:29]=[CH:28][C:25]([CH2:26][NH2:27])=[CH:24][CH:23]=1)([CH3:21])([CH3:20])[CH3:19].N12CCCN=C1CCCCC2>CC#N>[C:18]([C:22]1[CH:23]=[CH:24][C:25]([CH2:26][NH:27][C:3]([NH:5][C:6]2[CH:14]=[CH:13][C:12]([CH3:15])=[C:11]3[C:7]=2[CH:8]=[N:9][NH:10]3)=[O:4])=[CH:28][CH:29]=1)([CH3:21])([CH3:19])[CH3:20]. Reported procedure: 2,2,2-Trichloro-N-(7-methyl-1H-indazol-4-yl)acetamide (72 mg, 0.25 mmol), 4-tert-butylbenzylamine (55 mg, 0.34 mmol), and 1,8-diazabicyclo[5.4.0]undec-7-ene (DBU) (0.09 mL, 0.60 mmol) were combined in CH3CN (6 mL) and refluxed overnight. The mixture was allowed to cool to ambient temperature and was concentrated under reduced pressure. The residue was taken up in ethyl acetate and washed twice with saturated aqueous NH4Cl solution. The organic layer was dried (Na2SO4), filtered, and the filtrate... The reactants are CC1(N=C(OC1)C1=C(CC2=NC(=CC(=N2)Cl)Cl)C=CC=C1)C (2(2-(4,4-dimethyl-oxazolin-2-yl)-benzyl)-4,6-dichloropyrimidine), O([Na])C (NaOCH3), CO (methanol). Solvent: C1(=CC=CC=C1)C (toluene), O (water). Reaction conditions: temperature 65 celsius. Product: CC1(N=C(OC1)C1=C(CC2=NC(=CC(=N2)OC)OC)C=CC=C1)C (2-(2-(4,4-dimethyl-oxazolin-2-yl)-benzyl)-4,6-dimethoxypyrimidine). As a reaction SMILES: [CH3:1][C:2]1([CH3:22])[CH2:6][O:5][C:4]([C:7]2[CH:21]=[CH:20][CH:19]=[CH:18][C:8]=2[CH2:9][C:10]2[N:15]=[C:14](Cl)[CH:13]=[C:12](Cl)[N:11]=2)=[N:3]1.[O:23]([CH3:25])[Na].[CH3:26][OH:27]>C1(C)C=CC=CC=1.O>[CH3:1][C:2]1([CH3:22])[CH2:6][O:5][C:4]([C:7]2[CH:21]=[CH:20][CH:19]=[CH:18][C:8]=2[CH2:9][C:10]2[N:15]=[C:14]([O:27][CH3:26])[CH:13]=[C:12]([O:23][CH3:25])[N:11]=2)=[N:3]1. Procedure details: To a solution of 1.7 g of 2(2-(4,4-dimethyl-oxazolin-2-yl)-benzyl)-4,6-dichloropyrimidine in 100 ml of methanol are added 2.18 g of 25% methanolic NaOCH3 and the mixture heated for 10 hrs at 65° C. with stirring. The temperature is lowered to 60° and stirring continued overnight. The solvent is stripped and the residue taken up in 80 ml of toluene and 50 ml of water. The toluene layer was separated and washed with 50 ml of water, separated and concentrated to give the title compound as a yellow ... Procedure details: The desired compound was prepared according to the procedure of Example D5, step B, using N-(3-{[tert-butyl(dimethyl)silyl]oxy}phenyl)-2,5-dichloropyrimidin-4-amine and tert-butyl [3-bromo-5-(2-hydroxyethyl)phenyl]carbamate as the starting materials in 77% yield. LCMS for C18H17BrClN4O2 (M+H)+: m/z=434.9, 436.9. RXN SMILES: [Si]([O:8][C:9]1[CH:10]=[C:11]([NH:15][C:16]2[C:21]([Cl:22])=[CH:20][N:19]=[C:18](Cl)[N:17]=2)[CH:12]=[CH:13][CH:14]=1)(C(C)(C)C)(C)C.[Br:24][C:25]1[CH:26]=[C:27]([NH:34]C(=O)OC(C)(C)C)[CH:28]=[C:29]([CH2:31][CH2:32][OH:33])[CH:30]=1>>[Br:24][C:25]1[CH:26]=[C:27]([NH:34][C:18]2[N:17]=[C:16]([NH:15][C:11]3[CH:10]=[C:9]([OH:8])[CH:14]=[CH:13][CH:12]=3)[C:21]([Cl:22])=[CH:20][N:19]=2)[CH:28]=[C:29]([CH2:31][CH2:32][OH:33])[CH:30]=1. Yields the product BrC=1C=C(C=C(C1)CCO)NC1=NC=C(C(=N1)NC=1C=C(C=CC1)O)Cl (3-[(2-{[3-Bromo-5-(2-hydroxyethyl)phenyl]amino}-5-chloropyrimidin-4-yl)amino]phenol). Starting materials: [Si](C)(C)(C(C)(C)C)OC=1C=C(C=CC1)NC1=NC(=NC=C1Cl)Cl (N-(3-{[tert-butyl(dimethyl)silyl]oxy}phenyl)-2,5-dichloropyrimidin-4-amine), BrC=1C=C(C=C(C1)CCO)NC(OC(C)(C)C)=O (tert-butyl [3-bromo-5-(2-hydroxyethyl)phenyl]carbamate). Yield: 77.0%. Reactants: II (Iodine), C(=O)(OC(C)(C)C)N1[C@H](CO)CCC1 ((S)-(−)-N-Boc-prolinol), N1C=NC=C1 (imidazole), C1(=CC=CC=C1)P(C1=CC=CC=C1)C1=CC=CC=C1 (triphenylphosphine), S(=S)(=O)([O-])[O-].[Na+].[Na+] (sodium thiosulfate). Solvent: C(C)OCC (diethyl ether), C(C)#N (acetonitrile). Reaction conditions: time 15 hour. Yields the product IC[C@H]1N(CCC1)C(=O)OC(C)(C)C ((S)-tert-Butyl 2-(iodomethyl)pyrrolidine-1-carboxylate). Reaction SMILES: [C:1]([N:8]1[CH2:14][CH2:13][CH2:12][C@H:9]1[CH2:10]O)([O:3][C:4]([CH3:7])([CH3:6])[CH3:5])=[O:2].N1C=CN=C1.C1(P(C2C=CC=CC=2)C2C=CC=CC=2)C=CC=CC=1.[I:39]I.S([O-])([O-])(=O)=S.[Na+].[Na+]>C(OCC)C.C(#N)C>[I:39][CH2:10][C@@H:9]1[CH2:12][CH2:13][CH2:14][N:8]1[C:1]([O:3][C:4]([CH3:7])([CH3:6])[CH3:5])=[O:2] |f:4.5.6|. Reported procedure: (S)-(−)-N-Boc-prolinol (10 g, 49.7 mmol), imidazole (6.76 g, 99.4 mmol) and triphenylphosphine (19.5 g, 74.5 mmol) were dissolved in diethyl ether (210 ml) and acetonitrile (80 ml) and the solution was cooled to 0° C. under an inert gas. Iodine (17.7 g, 70 mmol) was added in portions at this temperature. The yellow suspension was stirred for 15 h, and warmed to room temperature during this procedure. Addition of sodium thiosulfate solution (50 ml, 5 mol/l), stir for 5 min, the phases were separa... The reactants are O=C([O-])[O-], CS(C)=O, CCC(C)=O, Clc1ncccn1, [K+], [K+], Nc1cc(O)c(Cl)cc1F. The product is Nc1cc(Oc2ncccn2)c(Cl)cc1F. RXN SMILES: [C:11](=[O:12])([O-:13])[O-:14].[CH3:24][S:25]([CH3:26])=[O:27].[CH3:28][CH2:29][C:30](=[O:31])[CH3:32].[Cl:17][c:18]1[n:19][cH:20][cH:21][cH:22][n:23]1.[K+:15].[K+:16].[NH2:1][c:2]1[c:3]([F:10])[cH:4][c:5]([Cl:9])[c:6]([OH:8])[cH:7]1>>[NH2:1][c:2]1[c:3]([F:10])[cH:4][c:5]([Cl:9])[c:6]([O:8][c:18]2[n:19][cH:20][cH:21][cH:22][n:23]2)[cH:7]1.